From a dataset of the Open Reaction Database (ORD), a public repository of structured organic reaction records. describe an organic reaction: reactants, conditions, products, and yield Reactants: C1N2CN3CN1CN(C2)C3 (hexamethylenetetramine), C1(=CC=CC=C1)C (toluene), C(C)(=O)O (acetic acid). The product is CN(C)C1=C(C=O)C=CC=C1 (dimethylaminobenzaldehyde). As a reaction SMILES: [CH2:1]1N2CN3CN(C2)[CH2:3][N:2]1[CH2:9]3.[C:11]([OH:14])(=O)[CH3:12].[C:15]1(C)[CH:20]=CC=[CH:17][CH:16]=1>>[CH3:1][N:2]([C:9]1[CH:17]=[CH:16][CH:15]=[CH:20][C:12]=1[CH:11]=[O:14])[CH3:3]. Procedure details: This example demonstrates that the reaction of N,N-dimethylaniline with hexamethylenetetramine can be carried out with the addition of toluene to the reaction medium to give dimethylaminobenzaldehyde directly in high yield in one step. There is no need for an additional hydrolysis step since the initially formed Schiff's base is converted to the desired product, p-dimethylaminobenzaldehyde (DMAB) under the reaction conditions. In addition, there is substantial reduction in the amounts of hexamet... Reactants: N1([C@H](C(=O)N[C@@H](CC2=CC=CC=C2)C(=O)N[C@@H](CC2=CC=CC=C2)C(=O)NN)CCC1)C(=O)OC(C)(C)C (BocPro-Phe-PheNHNH2), NCC(=O)N[C@H](CC(C)C)C(=O)N[C@@H](CCSC)C(=O)N (HGly-DLeu-MetNH2), acyl azide. The product is N1([C@H](C(=O)N[C@@H](CC2=CC=CC=C2)C(=O)N[C@@H](CC2=CC=CC=C2)C(=O)NCC(=O)N[C@H](CC(C)C)C(=O)N[C@@H](CCSC)C(=O)N)CCC1)C(=O)OC(C)(C)C (BocPro-Phe-Phe-Gly-DLeu-MetNH2). Yield: 59.0%. RXN SMILES: [N:1]1([C:32]([O:34][C:35]([CH3:38])([CH3:37])[CH3:36])=[O:33])[CH2:31][CH2:30][CH2:29][C@H:2]1[C:3]([NH:5][C@H:6]([C:14]([NH:16][C@H:17]([C:25]([NH:27]N)=[O:26])[CH2:18][C:19]1[CH:24]=[CH:23][CH:22]=[CH:21][CH:20]=1)=[O:15])[CH2:7][C:8]1[CH:13]=[CH:12][CH:11]=[CH:10][CH:9]=1)=[O:4].N[CH2:40][C:41]([NH:43][C@@H:44]([C:49]([NH:51][C@H:52]([C:57]([NH2:59])=[O:58])[CH2:53][CH2:54][S:55][CH3:56])=[O:50])[CH2:45][CH:46]([CH3:48])[CH3:47])=[O:42]>>[N:1]1([C:32]([O:34][C:35]([CH3:38])([CH3:37])[CH3:36])=[O:33])[CH2:31][CH2:30][CH2:29][C@H:2]1[C:3]([NH:5][C@H:6]([C:14]([NH:16][C@H:17]([C:25]([NH:27][CH2:40][C:41]([NH:43][C@@H:44]([C:49]([NH:51][C@H:52]([C:57]([NH2:59])=[O:58])[CH2:53][CH2:54][S:55][CH3:56])=[O:50])[CH2:45][CH:46]([CH3:48])[CH3:47])=[O:42])=[O:26])[CH2:18][C:19]1[CH:24]=[CH:23][CH:22]=[CH:21][CH:20]=1)=[O:15])[CH2:7][C:8]1[CH:13]=[CH:12][CH:11]=[CH:10][CH:9]=1)=[O:4]. Procedure: Condensation of BocPro-Phe-PheNHNH2 (Example 1, 0.93 g.) and HGly-DLeu-MetNH2 (0.63 g.) by the acyl azide method (Yajima et al., Chem. Pharm. Bull., vol. 19, p. 1900, 1971) gave BocPro-Phe-Phe-Gly-DLeu-MetNH2 in 59% yield. De-t-butoxycarbonylation of BocPro-Phe-Phe-Gly-DLeu-MetNH2 (0.88 g.) using hydrogen chloride in acetic acid gave HPro-Phe-Phe-Gly-DLeu-MetNH2, which was isolated as the amorphous white solid phosphate (1:1) salt in 59% yield.